Dataset: the Open Reaction Database (ORD), a public repository of structured organic reaction records. Task: describe an organic reaction: reactants, conditions, products, and yield Starting materials: C(C=1C(O)=CC=CC1)(=O)N (salicylamide), O=C(COC1=CC=C(C=C1)[N+](=O)[O-])C (4-[2-oxo-propoxy]nitrobenzene), N1CCCCC1 (piperidine), O (water), O (water). The solvent is C1=CC=CC=C1 (benzene). Product: CC1(OC2=C(C(N1)=O)C=CC=C2)COC2=CC=C(C=C2)[N+](=O)[O-] (4-[[2-Methyl-4-oxo-3,4-dihydro-(2H)-1,3-benzoxazine-2-yl]methoxy]nitrobenzene). Isolated yield 85.9%. RXN SMILES: [C:1]([NH2:10])(=[O:9])[C:2]1[C:3](=[CH:5][CH:6]=[CH:7][CH:8]=1)[OH:4].O=[C:12]([CH3:24])[CH2:13][O:14][C:15]1[CH:20]=[CH:19][C:18]([N+:21]([O-:23])=[O:22])=[CH:17][CH:16]=1.N1CCCCC1.O>C1C=CC=CC=1>[CH3:24][C:12]1([CH2:13][O:14][C:15]2[CH:20]=[CH:19][C:18]([N+:21]([O-:23])=[O:22])=[CH:17][CH:16]=2)[NH:10][C:1](=[O:9])[C:2]2[CH:8]=[CH:7][CH:6]=[CH:5][C:3]=2[O:4]1. Reported procedure: To a stirred mixture of salicylamide (6.85 g, 50 mmol) and 4-[2-oxo-propoxy]nitrobenzene (9.75 g, 50 mmol) in benzene (500 mL) was added piperidine (0.52 mL, 5 mmol). The reaction mixture was immersed in a pre-heated oil bath (˜100° C.) and refluxed for 10 h with continuous removal of water using Dean-Stark water separator. The reaction mixture was cooled to room temperature End the precipitated brown coloured solid was filtered, washed with benzene and dried to afford the title compound (13.5 g... The reactants are CI, CS(C)=O, [H-], [Na+], O, CC(CCO)CC1CC(=O)N(C(C)c2ccccc2)C1. Product: COCCC(C)CC1CC(=O)N(C(C)c2ccccc2)C1. Reaction SMILES: [CH3:23][I:24].[CH3:25][S:26]([CH3:27])=[O:28].[H-:22].[Na+:21].[OH2:29].[OH:1][CH2:2][CH2:3][CH:4]([CH2:5][CH:6]1[CH2:7][C:8](=[O:19])[N:9]([CH:11]([CH3:12])[c:13]2[cH:14][cH:15][cH:16][cH:17][cH:18]2)[CH2:10]1)[CH3:20]>>[O:1]([CH2:2][CH2:3][CH:4]([CH2:5][CH:6]1[CH2:7][C:8](=[O:19])[N:9]([CH:11]([CH3:12])[c:13]2[cH:14][cH:15][cH:16][cH:17][cH:18]2)[CH2:10]1)[CH3:20])[CH3:23]. Reactants: Br (hydrogen bromide), C(CCCCCN(C)CC(CCCCCCC)O)N(C)CC(CCCCCCC)O (N,N'-(1,6-hexylene)-bis[N-methyl-2-hydroxynonylamine]). As a reaction SMILES: Br.[CH2:2]([N:20]([CH2:22][CH:23]([OH:31])[CH2:24][CH2:25][CH2:26][CH2:27][CH2:28][CH2:29][CH3:30])C)[CH2:3][CH2:4][CH2:5][CH2:6][CH2:7][N:8]([CH2:10][CH:11]([OH:19])[CH2:12][CH2:13][CH2:14][CH2:15][CH2:16][CH2:17][CH3:18])C>>[CH2:2]([NH:20][CH2:22][CH:23]([OH:31])[CH2:24][CH2:25][CH2:26][CH2:27][CH2:28][CH2:29][CH3:30])[CH2:3][CH2:4][CH2:5][CH2:6][CH2:7][NH:8][CH2:10][CH:11]([OH:19])[CH2:12][CH2:13][CH2:14][CH2:15][CH2:16][CH2:17][CH3:18]. Product: C(CCCCCNCC(CCCCCCC)O)NCC(CCCCCCC)O (N,N'-(1,6-hexylene)-bis[2-hydroxynonylamine]). Reported procedure: In a manner similar to that of Example 22, methylation of N,N'-(1,6-hexylene)-bis[2-hydroxynonylamine] (36 g.) and treatment of the resulting product (25 g., b.p. 172°-176° C./0.05 mm.) with hydrogen bromide gave N,N'-(1,6-hexylene)-bis[N-methyl-2-hydroxynonylamine] (I: R = CH3 (CH2)6, R' = CH3, X = (CH2)6, Z = H) dihydrobromide (26.3 g., m.p. 176.0°-177.0° C.). The reactants are FC(CNC(=O)NC=1C=C(C=CC1)N1C=NC2=C1C=CC(=C2)C=2C=C(C(=O)O)C=CC2)(F)F (3-{1-[3-({[(2,2,2-trifluoroethyl)amino]-carbonyl}amino)phenyl]-1H-benzimidazol-5-yl}benzoic acid), C1=CC(=CN=C1)CN (picolamine), A65409. The product is N1=CC(=CC=C1)CNC(C1=CC(=CC=C1)C1=CC2=C(N(C=N2)C2=CC(=CC=C2)NC(=O)NCC(F)(F)F)C=C1)=O (N-(Pyridin-3-ylmethyl)-3-{1-[3-({[(2,2,2-trifluoroethyl)amino]carbonyl}amino)phenyl]-1H-benzimidazol-5-yl}benzamide). RXN SMILES: [F:1][C:2]([F:33])([F:32])[CH2:3][NH:4][C:5]([NH:7][C:8]1[CH:9]=[C:10]([N:14]2[C:18]3[CH:19]=[CH:20][C:21]([C:23]4[CH:24]=[C:25]([CH:29]=[CH:30][CH:31]=4)[C:26](O)=[O:27])=[CH:22][C:17]=3[N:16]=[CH:15]2)[CH:11]=[CH:12][CH:13]=1)=[O:6].[CH:34]1[CH:39]=[N:38][CH:37]=[C:36]([CH2:40][NH2:41])[CH:35]=1>>[N:38]1[CH:39]=[CH:34][CH:35]=[C:36]([CH2:40][NH:41][C:26](=[O:27])[C:25]2[CH:29]=[CH:30][CH:31]=[C:23]([C:21]3[CH:20]=[CH:19][C:18]4[N:14]([C:10]5[CH:11]=[CH:12][CH:13]=[C:8]([NH:7][C:5]([NH:4][CH2:3][C:2]([F:32])([F:33])[F:1])=[O:6])[CH:9]=5)[CH:15]=[N:16][C:17]=4[CH:22]=3)[CH:24]=2)[CH:37]=1. Procedure details: This compound was prepared by using procedures analogous to those described for the synthesis of Example 1 starting from 3-{1-[3-({[(2,2,2-trifluoroethyl)amino]-carbonyl}amino)phenyl]-1H-benzimidazol-5-yl}benzoic acid and picolamine (Aldrich Cat. No. A65409). LCMS (M+H)+: m/z=545.2. Starting materials: CC(=C)C (2-methyl-l-propene), C(C=O)(=O)OC(C)C (isopropyl glyoxylate). Run in C(O)([O-])=O.[Na+] (sodium hydrogen carbonate). Conditions: temperature -70 celsius. Yields the product O[C@@H](C(=O)OC(C)C)CC(=C)C (isopropyl (R)-2-hydroxy-4-methyl-4-pentenoate). Isolated yield 75.5%. As a reaction SMILES: [CH3:1][C:2]([CH3:4])=[CH2:3].[C:5]([O:9][CH:10]([CH3:12])[CH3:11])(=[O:8])[CH:6]=[O:7]>C(=O)([O-])O.[Na+]>[OH:7][C@H:6]([CH2:3][C:2]([CH3:4])=[CH2:1])[C:5]([O:9][CH:10]([CH3:12])[CH3:11])=[O:8] |f:2.3|. Procedure: A solution of an (R)-binaphthol-dichlorotitanium complex which had been prepared in the same manner as in Example 1 was cooled to -70° C., into which was bubbled 0.56 g (10 mmoles) of 2-methyl-l-propene, followed by adding thereto 116 mg (1 mmole) of isopropyl glyoxylate. Subsequently, the mixture was reacted at -30° C. for 15 hours. Then, 10 ml of an aqueous sodium hydrogen carbonate solution was added to terminate the reaction. The reaction mixture was filtered through Celite and extracted wit... Reactants: C1(=CC=CC=C1)C (toluene), ClC1=CC=C(C=N1)CNCC(F)(F)F (N-(6-chloro-3-pyridylmethyl)-N-(2,2,2-trifluoroethyl)amine), CN=C=S (methyl isothiocyanate), CCOCC (Et2O). Run in CCCCCC (hexane), CCCCCC (hexane). The product is ClC1=CC=C(C=N1)CN(C(=S)NC)CC(F)(F)F (N-(6-chloro-3-pyridylmethyl)-N-(2,2,2-trifluoroethyl)-N'-methylthiourea). Yield: 55.3%. RXN SMILES: C1(C)C=CC=CC=1.[Cl:8][C:9]1[N:14]=[CH:13][C:12]([CH2:15][NH:16][CH2:17][C:18]([F:21])([F:20])[F:19])=[CH:11][CH:10]=1.[CH3:22][N:23]=[C:24]=[S:25].CCOCC>CCCCCC>[Cl:8][C:9]1[N:14]=[CH:13][C:12]([CH2:15][N:16]([CH2:17][C:18]([F:21])([F:19])[F:20])[C:24]([NH:23][CH3:22])=[S:25])=[CH:11][CH:10]=1. Reported procedure: In 35 me of toluene, 3,79 g (0.0169 mole) of N-(6-chloro-3-pyridylmethyl)-N-(2,2,2-trifluoroethyl)amine and 2.46 g of methyl isothiocyanate were stirred for 18 hours under reflux. The toluene was distilled off, and the residue was dissolved in 120 me of AcOEt, washed with 1N HCl (two times) and aqueous sodium chloride solution in this order and dried over MgSO4. The AcOEt was distilled off to give oil. To this oily product were added Et2O and hexane, followed by cooling to give crystals. After a... The reactants are CCCCN1C(=O)C(O)=C(c2ccc(Cl)cc2)S1(=O)=O, O=C(Cl)C(=O)Cl, ClCCl, CN(C)C=O. Yields the product CCCCN1C(=O)C(Cl)=C(c2ccc(Cl)cc2)S1(=O)=O. As a reaction SMILES: [CH2:1]([CH2:2][CH2:3][CH3:4])[N:5]1[S:6](=[O:19])(=[O:20])[C:7]([c:12]2[cH:13][cH:14][c:15]([Cl:18])[cH:16][cH:17]2)=[C:8]([OH:11])[C:9]1=[O:10].[Cl:26][C:27]([C:28]([Cl:29])=[O:30])=[O:31].[Cl:32][CH2:33][Cl:34].[O:21]=[CH:22][N:23]([CH3:24])[CH3:25]>>[CH2:1]([CH2:2][CH2:3][CH3:4])[N:5]1[S:6](=[O:19])(=[O:20])[C:7]([c:12]2[cH:13][cH:14][c:15]([Cl:18])[cH:16][cH:17]2)=[C:8]([Cl:26])[C:9]1=[O:10]. Starting materials: C(C)(C)(C)OC(C=C(C1(C2=CC(=C(C=C2C1)OC)OCC1=CC=CC=C1)SC1=CC=C(C=C1)Cl)N)=O (3-amino-3-[4-benzyloxy-7-(4-chloro-phenylsulfanyl)-3-methoxybicyclo[4.2.0]octa-1,3,5-trien-7-yl]-acrylic acid tert-butyl ester). Run in ClC1=C(C=CC=C1)Cl (1,2-dichlorobenzene). Conditions: temperature 179 celsius. The product is C(C)(C)(C)OC(=O)C1=CC2=CC(=C(C=C2C=C1N)OCC1=CC=CC=C1)OC (3-amino-6-benzyloxy-7-methoxynaphthalene-2-carboxylic acid tert-butyl ester). Yield: 76.9%. RXN SMILES: [C:1]([O:5][C:6](=[O:36])[CH:7]=[C:8]([NH2:35])[C:9]1(SC2C=CC(Cl)=CC=2)[CH2:16][C:15]2[C:10]1=[CH:11][C:12]([O:19][CH2:20][C:21]1[CH:26]=[CH:25][CH:24]=[CH:23][CH:22]=1)=[C:13]([O:17][CH3:18])[CH:14]=2)([CH3:4])([CH3:3])[CH3:2]>ClC1C=CC=CC=1Cl>[C:1]([O:5][C:6]([C:7]1[C:8]([NH2:35])=[CH:9][C:10]2[C:15](=[CH:14][C:13]([O:17][CH3:18])=[C:12]([O:19][CH2:20][C:21]3[CH:26]=[CH:25][CH:24]=[CH:23][CH:22]=3)[CH:11]=2)[CH:16]=1)=[O:36])([CH3:3])([CH3:4])[CH3:2]. Procedure: Nitrogen gas is bubbled through a solution of 3-amino-3-[4-benzyloxy-7-(4-chloro-phenylsulfanyl)-3-methoxybicyclo[4.2.0]octa-1,3,5-trien-7-yl]-acrylic acid tert-butyl ester (0.6 g, 1.1 mmol) in 1,2-dichlorobenzene (100 mL) for 1 hour and the reaction is heated to 179° C. After one hour the reaction is cooled and reduced in vacuo. The residue is washed with ether, dissolved in methylene chloride and purified through a plug of silica eluting with methylene chloride. The filtrate is reduced and dri...